describe an organic reaction: reactants, conditions, products, and yield From a dataset of the Open Reaction Database (ORD), a public repository of structured organic reaction records. Starting materials: FC(CN1N=CC(=C1)N1C(C2=NC=CC=C2C1=O)=O)(F)F (6-(1-(2,2,2-trifluoroethyl)-1H-pyrazol-4-yl)-5H-pyrrolo[3,4-b]pyridine-5,7(6H)-dione), FC(CN1N=CC(=C1)N1C(C2=NC=CC=C2C1=O)=O)(F)F (6-(1-(2,2,2-trifluoroethyl)-1H-pyrazol-4-yl)-5H-pyrrolo[3,4-b]pyridine-5,7(6H)-dione). The reagents and catalysts are [Zn] (Zn). Run in CC(=O)O (AcOH). Run at temperature 23 celsius, time 20 minute. Product: OC1N(C(C=2C1=NC=CC2)=O)C=2C=NN(C2)CC(F)(F)F (7-hydroxy-6-(1-(2,2,2-trifluoroethyl)-1H-pyrazol-4-yl)-6,7-dihydro-5H-pyrrolo[3,4-b]pyridin-5-one). Yield: 68.9%. Reaction SMILES: [F:1][C:2]([F:21])([F:20])[CH2:3][N:4]1[CH:8]=[C:7]([N:9]2[C:17](=[O:18])[C:16]3[C:11](=[N:12][CH:13]=[CH:14][CH:15]=3)[C:10]2=[O:19])[CH:6]=[N:5]1>CC(O)=O.[Zn]>[OH:19][CH:10]1[C:11]2=[N:12][CH:13]=[CH:14][CH:15]=[C:16]2[C:17](=[O:18])[N:9]1[C:7]1[CH:6]=[N:5][N:4]([CH2:3][C:2]([F:21])([F:20])[F:1])[CH:8]=1. Procedure: As shown in step 17-i of Scheme 17, to 6-(1-(2,2,2-trifluoroethyl)-1H-pyrazol-4-yl)-5H-pyrrolo[3,4-b]pyridine-5,7(6H)-dione (Compound 2048, 2.32 g, 7.832 mmol) in AcOH (30 mL) at 23° C. was added Zn (2.561 g, 39.16 mmol). After stirring for 20 minutes at 23° C., the reaction mixture was filtered through a glass frit, and the filtrate was concentrated. The residue was dissolved/suspended in hot EtOH (40 mL). The resulting mixture was cooled, treated with Et2O (50 mL). The resulting precipitate wa... The reactants are BrC=1C=C2C(=NC=NC2=CC1)C1=CC=C(S1)S(=O)(=O)Cl (5-(6-bromoquinazolin-4-yl)-thiophen-2-sulfonyl chloride), CN (methylamine). The solvent is O1CCCC1 (tetrahydrofuran). Reaction conditions: time 1 hour. Product: CNS(=O)(=O)C=1SC(=CC1)C1=NC=NC2=CC=C(C=C12)Br (5-(6-Bromoquinazolin-4-yl)-thiophen-2-sulfonic acid methylamide). Reaction SMILES: [Br:1][C:2]1[CH:3]=[C:4]2[C:9](=[CH:10][CH:11]=1)[N:8]=[CH:7][N:6]=[C:5]2[C:12]1[S:16][C:15]([S:17](Cl)(=[O:19])=[O:18])=[CH:14][CH:13]=1.[CH3:21][NH2:22]>O1CCCC1>[CH3:21][NH:22][S:17]([C:15]1[S:16][C:12]([C:5]2[C:4]3[C:9](=[CH:10][CH:11]=[C:2]([Br:1])[CH:3]=3)[N:8]=[CH:7][N:6]=2)=[CH:13][CH:14]=1)(=[O:19])=[O:18]. Procedure: 800 mg of 5-(6-bromoquinazolin-4-yl)-thiophen-2-sulfonyl chloride (compound in Production Example 377) was dissolved in 15 mL tetrahydrofuran, and 1.78 mL methylamine was added thereto and stirred at room temperature for 1 hour. The solvent was removed, and the residue was purified by silica gel column chromatography (ethyl acetate/hexane), to give 752 mg of the title compound (pale skin-colored crystals). The reactants are C([O-])([O-])=O.[Cs+].[Cs+] (cesium carbonate), ClC1=C(C2=C(CCN(CC2)C(C(F)(F)F)=O)C=C1)OS(=O)(=O)C(F)(F)F (7-chloro-3-(2,2,2-trifluoroacetyl)-6-trifluoromethanesulfonyloxy-2,3,4,5-tetrahydro-1H-benzo[d]azepine), NCC1=CC=C(C(=O)NCCC=2SC=CC2)C=C1 (4-aminomethyl-N-(2-thiophen-2-yl-ethyl)-benzamide), C=1C=CC(=CC1)P(C=2C=CC=CC2)C3=CC=C4C=CC=CC4=C3C5=C6C=CC=CC6=CC=C5P(C=7C=CC=CC7)C=8C=CC=CC8 (BINAP). The reagents and catalysts are C=1C=CC(=CC1)/C=C/C(=O)/C=C/C2=CC=CC=C2.C=1C=CC(=CC1)/C=C/C(=O)/C=C/C2=CC=CC=C2.C=1C=CC(=CC1)/C=C/C(=O)/C=C/C2=CC=CC=C2.[Pd].[Pd] (tris(dibenzylideneacetone)dipalladium(0)), C(C)(=O)[O-].[Pd+2].C(C)(=O)[O-] (palladium(II) acetate). Run in O1CCOCC1 (dioxane). Yields the product ClC1=C(C2=C(CCN(CC2)C(C(F)(F)F)=O)C=C1)NCC1=CC=C(C=C1)C(NCCC=1SC=CC1)=O (7-chloro-6-{4-[(2-thiophen-2-yl-ethyl)-carbamoyl]-benzylamino}-3-(2,2,2-trifluoroacetyl)-2,3,4,5-tetrahydro-1H-benzo[d]azepine). Isolated yield 73.9%. RXN SMILES: [Cl:1][C:2]1[CH:18]=[CH:17][C:5]2[CH2:6][CH2:7][N:8]([C:11](=[O:16])[C:12]([F:15])([F:14])[F:13])[CH2:9][CH2:10][C:4]=2[C:3]=1OS(C(F)(F)F)(=O)=O.[NH2:27][CH2:28][C:29]1[CH:44]=[CH:43][C:32]([C:33]([NH:35][CH2:36][CH2:37][C:38]2[S:39][CH:40]=[CH:41][CH:42]=2)=[O:34])=[CH:31][CH:30]=1.C1C=CC(P(C2C(C3C(P(C4C=CC=CC=4)C4C=CC=CC=4)=CC=C4C=3C=CC=C4)=C3C(C=CC=C3)=CC=2)C2C=CC=CC=2)=CC=1.C(=O)([O-])[O-].[Cs+].[Cs+]>O1CCOCC1.C([O-])(=O)C.[Pd+2].C([O-])(=O)C.C1C=CC(/C=C/C(/C=C/C2C=CC=CC=2)=O)=CC=1.C1C=CC(/C=C/C(/C=C/C2C=CC=CC=2)=O)=CC=1.C1C=CC(/C=C/C(/C=C/C2C=CC=CC=2)=O)=CC=1.[Pd].[Pd]>[Cl:1][C:2]1[CH:18]=[CH:17][C:5]2[CH2:6][CH2:7][N:8]([C:11](=[O:16])[C:12]([F:14])([F:13])[F:15])[CH2:9][CH2:10][C:4]=2[C:3]=1[NH:27][CH2:28][C:29]1[CH:44]=[CH:43][C:32]([C:33](=[O:34])[NH:35][CH2:36][CH2:37][C:38]2[S:39][CH:40]=[CH:41][CH:42]=2)=[CH:31][CH:30]=1 |f:3.4.5,7.8.9,10.11.12.13.14|. Procedure details: Use a method similar to the General Procedure 5-3, react 7-chloro-3-(2,2,2-trifluoroacetyl)-6-trifluoromethanesulfonyloxy-2,3,4,5-tetrahydro-1H-benzo[d]azepine (250 mg, 0.588 mmol) with 4-aminomethyl-N-(2-thiophen-2-yl-ethyl)-benzamide (306 mg, 1.176 mmol) using palladium(II) acetate (26 mg, 0.118 mmol), tris(dibenzylideneacetone)dipalladium(0) (53 mg, 0.059 mmol), BINAP (220 mg, 0.353 mmol) and cesium carbonate (383 mg, 1.176 mmol) in dioxane (6 mL). Purify by chromatography on silica gel eluti... Reactants: COC1=C(C=CC=C1)OC (1,2-Dimethoxybenzene), ferric chloride. Solvent: C(Cl)(Cl)Cl (chloroform), O (water), O (water), O (water). Reaction conditions: temperature 75 celsius, time 5 minute. Yields the product COC1=CC=2C3=CC(=C(C=C3C3=CC(=C(C=C3C2C=C1OC)OC)OC)OC)OC (2,3,6,7,10.11-Hexamethoxytriphenylene). As a reaction SMILES: [CH3:1][O:2][C:3]1[CH:8]=[CH:7][CH:6]=[CH:5][C:4]=1[O:9][CH3:10]>O.C(Cl)(Cl)Cl>[CH3:1][O:2][C:3]1[C:4]([O:9][CH3:10])=[CH:5][C:6]2[C:7]3[C:6](=[CH:5][C:4]([O:9][CH3:10])=[C:3]([O:2][CH3:1])[CH:8]=3)[C:7]3[C:6](=[CH:5][C:4]([O:9][CH3:10])=[C:3]([O:2][CH3:1])[CH:8]=3)[C:7]=2[CH:8]=1. Reported procedure: 1,2-Dimethoxybenzene (138.0 grams, 0.999 mole) and ferric chloride (81.2 grams, 0.501 mole) were added to a glass resin kettle reactor and stirred under a nitrogen atmosphere as a slurry. The slurry exotherms to a 70° C. temperature, then after stirring for 10 minutes, the temperature of the slurry was 65° C. After an additional 5 minutes, the temperature of the slurry was 55° C. and at this time, deionized water (9.0 grams, 0.5 mole) was added dropwise to the slurry over a 5 minute period. At t... The reactants are OC1=C(N(S(C2=C1C=CC=C2)(=O)=O)C)C(=O)OCCC (propyl 4-hydroxy-2-methyl-2H-1,2-benzothiazine-3-carboxylate-1,1-dioxide), NC1=NC(=CN=C1)Cl (2-amino-6-chloro-pyrazine). The product is ClC1=CN=CC(=N1)NC(=O)C=1N(S(C2=C(C1O)C=CC=C2)(=O)=O)C (N-(6-chloro-pyrazin-2-yl)-4-hydroxy-2-methyl-2H-1,2-benzothiazine-3-carboxamide-1,1-dioxide). Reaction SMILES: [OH:1][C:2]1[C:7]2[CH:8]=[CH:9][CH:10]=[CH:11][C:6]=2[S:5](=[O:13])(=[O:12])[N:4]([CH3:14])[C:3]=1[C:15]([O:17]CCC)=O.[NH2:21][C:22]1[CH:27]=[N:26][CH:25]=[C:24]([Cl:28])[N:23]=1>>[Cl:28][C:24]1[N:23]=[C:22]([NH:21][C:15]([C:3]2[N:4]([CH3:14])[S:5](=[O:12])(=[O:13])[C:6]3[CH:11]=[CH:10][CH:9]=[CH:8][C:7]=3[C:2]=2[OH:1])=[O:17])[CH:27]=[N:26][CH:25]=1. Procedure: This compound was prepared from propyl 4-hydroxy-2-methyl-2H-1,2-benzothiazine-3-carboxylate-1,1-dioxide and 2-amino-6-chloro-pyrazine analogous to Example 1.